describe an organic reaction: reactants, conditions, products, and yield From a dataset of the Open Reaction Database (ORD), a public repository of structured organic reaction records. The reactants are Cn1nnc(-c2ccc(N3CCN(C(=O)OC(C)(C)C)CC3)cc2)n1, Cl, C1COCCO1. Yields the product Cl, Cn1nnc(-c2ccc(N3CCNCC3)cc2)n1. Reaction SMILES: [C:1]([O:2][C:3](=[O:4])[N:8]1[CH2:9][CH2:10][N:11]([c:14]2[cH:15][cH:16][c:17](-[c:20]3[n:21][n:22][n:23]([CH3:25])[n:24]3)[cH:18][cH:19]2)[CH2:12][CH2:13]1)([CH3:5])([CH3:6])[CH3:7].[ClH:26].[O:27]1[CH2:28][CH2:29][O:30][CH2:31][CH2:32]1>>[ClH:26].[NH:8]1[CH2:9][CH2:10][N:11]([c:14]2[cH:15][cH:16][c:17](-[c:20]3[n:21][n:22][n:23]([CH3:25])[n:24]3)[cH:18][cH:19]2)[CH2:12][CH2:13]1. Starting materials: [BH4-], COC(=O)c1cc2ccccc2n1C, [Li+], C1CCOC1, O. Yields the product Cn1c(CO)cc2ccccc21. RXN SMILES: [BH4-:15].[CH3:1][n:2]1[c:3]([C:11](=[O:12])[O:13][CH3:14])[cH:4][c:5]2[cH:6][cH:7][cH:8][cH:9][c:10]12.[Li+:16].[O:18]1[CH2:19][CH2:20][CH2:21][CH2:22]1.[OH2:17]>>[CH3:1][n:2]1[c:3]([CH2:11][OH:12])[cH:4][c:5]2[cH:6][cH:7][cH:8][cH:9][c:10]12. The reactants are CN(C)C=O (DMF), ClS(=O)(=O)N=C=O (Chlorosulfonyl isocyanate), ClC=1C=CC(=C(C1)N1C(C=2N(C(=CC2C1=O)C1=C(C=CC=C1)OC)C(C)C)C1=CC=C(C=C1)Cl)C (5-(5-chloro-2-methyl-phenyl)-6-(4-chloro-phenyl)-1-isopropyl-2-(2-methoxy-phenyl)-5,6-dihydro-1H-pyrrolo[3,4-b]pyrrol-4-one), ClS(=O)(=O)N=C=O (chlorosulfonyl isocyanate). Solvent: CC#N (CH3CN). Conditions: time 2.5 hour. The product is ClC=1C=CC(=C(C1)N1C(C=2N(C(=C(C2C1=O)C#N)C1=C(C=CC=C1)OC)C(C)C)C1=CC=C(C=C1)Cl)C (5-(5-Chloro-2-methyl-phenyl)-6-(4-chloro-phenyl)-1-isopropyl-2-(2-methoxy-phenyl)-4-oxo-1,4,5,6-tetrahydro-pyrrolo[3,4-b]pyrrole-3-carbonitrile). As a reaction SMILES: ClS([N:5]=[C:6]=O)(=O)=O.[Cl:8][C:9]1[CH:10]=[CH:11][C:12]([CH3:42])=[C:13]([N:15]2[C:22](=[O:23])[C:21]3[CH:20]=[C:19]([C:24]4[CH:29]=[CH:28][CH:27]=[CH:26][C:25]=4[O:30][CH3:31])[N:18]([CH:32]([CH3:34])[CH3:33])[C:17]=3[CH:16]2[C:35]2[CH:40]=[CH:39][C:38]([Cl:41])=[CH:37][CH:36]=2)[CH:14]=1.CN(C=O)C>CC#N>[Cl:8][C:9]1[CH:10]=[CH:11][C:12]([CH3:42])=[C:13]([N:15]2[C:22](=[O:23])[C:21]3[C:20]([C:6]#[N:5])=[C:19]([C:24]4[CH:29]=[CH:28][CH:27]=[CH:26][C:25]=4[O:30][CH3:31])[N:18]([CH:32]([CH3:34])[CH3:33])[C:17]=3[CH:16]2[C:35]2[CH:36]=[CH:37][C:38]([Cl:41])=[CH:39][CH:40]=2)[CH:14]=1. Procedure: Chlorosulfonyl isocyanate [1189-71-5] (0.453 mmol) was added to a mixture of 5-(5-chloro-2-methyl-phenyl)-6-(4-chloro-phenyl)-1-isopropyl-2-(2-methoxy-phenyl)-5,6-dihydro-1H-pyrrolo[3,4-b]pyrrol-4-one (Example 9) (0.302 mmol) in CH3CN (2 mL) at 0° C. After stirring at rt for 2.5 h, additional chlorosulfonyl isocyanate (0.226 mmol) was added. After another 4 h, the reaction mixture was cooled to 0° C., treated with DMF (0.4 mL), stirred for 15 min and then warmed to 50° C. After 30 min, the react...